This data is from the Open Reaction Database (ORD), a public repository of structured organic reaction records. The task is: describe an organic reaction: reactants, conditions, products, and yield The reactants are ClC1=C(C(=CC(=C1)Cl)Cl)S(=O)(=O)Cl (2,4,6-trichlorobenzenesulfonyl chloride), NC=1C=C(C=CC1)C1=NN=NN1 (5-(3-aminophenyl)tetrazole). Isolated yield 51.0%. Procedure details: The product was prepared according to General Procedure 6, described in Example 65, with 2,4,6-trichlorobenzenesulfonyl chloride (15.4 mg, 0.055 mmol) and 5-(3-aminophenyl)tetrazole (8.0 mg, 0.050 mmol). The title compound was obtained in 51% yield (10.7 mg). MS (ESI+) calcd mass for C13H8Cl3N5O2S 402.946428, found 402.946218. Product: ClC1=C(C(=CC(=C1)Cl)Cl)S(=O)(=O)NC1=CC(=CC=C1)C1=NN=NN1 (2,4,6-Trichloro-N-[3-(1H-tetrazol-5-yl)phenyl]benzenesulfonamide). RXN SMILES: [Cl:1][C:2]1[CH:7]=[C:6]([Cl:8])[CH:5]=[C:4]([Cl:9])[C:3]=1[S:10](Cl)(=[O:12])=[O:11].[NH2:14][C:15]1[CH:16]=[C:17]([C:21]2[NH:25][N:24]=[N:23][N:22]=2)[CH:18]=[CH:19][CH:20]=1>>[Cl:1][C:2]1[CH:7]=[C:6]([Cl:8])[CH:5]=[C:4]([Cl:9])[C:3]=1[S:10]([NH:14][C:15]1[CH:20]=[CH:19][CH:18]=[C:17]([C:21]2[NH:25][N:24]=[N:23][N:22]=2)[CH:16]=1)(=[O:12])=[O:11]. Reactants: C(C)(=O)OCC (ethyl acetate), C(C)(=O)OCC.CCCCCC (ethyl acetate hexane), OC=1C=C(C(=O)OC)C=C(C1)O (Methyl 3,5-dihydroxybenzoate), C1(=CC=CC=C1)B(O)O (phenylboronic acid), Copper II acetate, TEA. Solvent: ClCCl (dichloromethane). Yields the product OC=1C=C(C(=O)OC)C=C(C1)OC1=CC=CC=C1 (Methyl 3-hydroxy-5-phenoxybenzoate). Isolated yield 6.8%. As a reaction SMILES: [OH:1][C:2]1[CH:3]=[C:4]([CH:9]=[C:10]([OH:12])[CH:11]=1)[C:5]([O:7][CH3:8])=[O:6].[C:13]1(B(O)O)[CH:18]=[CH:17][CH:16]=[CH:15][CH:14]=1.C(OCC)(=O)C.C(OCC)(=O)C.CCCCCC>ClCCl>[OH:1][C:2]1[CH:3]=[C:4]([CH:9]=[C:10]([O:12][C:13]2[CH:18]=[CH:17][CH:16]=[CH:15][CH:14]=2)[CH:11]=1)[C:5]([O:7][CH3:8])=[O:6] |f:3.4|. Procedure details: Methyl 3,5-dihydroxybenzoate (20 g., 0.12 mole, 1 eq), phenylboronic acid (30 g., 0.25 mole, 2.1 eq.), Copper II acetate (45 g., 0.25 mmole, 2.1 eq.), TEA (90 mL, 0.65 mmole, 5.4 eq.) in dichloromethane (200 mL) and 4 Angstrom molecular sieves (35 g) were stirred at ambient temperature for 24 h under nitrogen gas. The reaction mixture was filtered through silica gel 60 to remove copper acetate to give 8.8 g (30% yield) of crude product. Flash chromatography gave product at 40% ethyl acetate in a... The product is COc1ccc2c(c1)N(CCCCl)c1cccc(SC)c1S2. Starting materials: ClCCCBr, COc1ccc2c(c1)Nc1cccc(SC)c1S2. Reaction SMILES: [Br:1][CH2:2][CH2:3][CH2:4][Cl:5].[CH3:6][O:7][c:8]1[cH:9][c:10]2[c:19]([cH:20][cH:21]1)[S:18][c:17]1[c:12]([cH:13][cH:14][cH:15][c:16]1[S:22][CH3:23])[NH:11]2>>[CH2:2]([CH2:3][CH2:4][Cl:5])[N:11]1[c:10]2[cH:9][c:8]([O:7][CH3:6])[cH:21][cH:20][c:19]2[S:18][c:17]2[c:12]1[cH:13][cH:14][cH:15][c:16]2[S:22][CH3:23]. The reactants are C(#CCCCCCCCCCCC)C1=C(OC=C1)C=O (3-(1-tridecynyl)furan-2-carboxaldehyde), C(CC(=O)O)(=O)O (malonic acid). Solvent: CO (methanol). The product is C(#CCCCCCCCCCCC)C1=C(OC=C1)C=CC(=O)O (3-[3-(1-Tridecynyl)-2-furanyl]prop-2-enoic acid). Yield: 96.0%. Reaction SMILES: [C:1]([C:14]1[CH:18]=[CH:17][O:16][C:15]=1[CH:19]=O)#[C:2][CH2:3][CH2:4][CH2:5][CH2:6][CH2:7][CH2:8][CH2:9][CH2:10][CH2:11][CH2:12][CH3:13].C(O)(=O)[CH2:22][C:23]([OH:25])=[O:24]>CO>[C:1]([C:14]1[CH:18]=[CH:17][O:16][C:15]=1[CH:19]=[CH:22][C:23]([OH:25])=[O:24])#[C:2][CH2:3][CH2:4][CH2:5][CH2:6][CH2:7][CH2:8][CH2:9][CH2:10][CH2:11][CH2:12][CH3:13]. Procedure details: Reaction of 3-(1-tridecynyl)furan-2-carboxaldehyde (700 mg, 2.56 mmole from Example 6) with malonic acid (535 mg, 5.12 mmole) as described in Example 2 gave 0.778 g (98%) of the title compound, mp (methanol) 71°-72° C. νmax (mull) 3140, 2600 (broad), 1680, 1630, 1465 cm-1 ; δ(DMSO) 0.80 (3H, distorted t, terminal CH3), 1.09-1.60 (18H, m, alkylene chain), 2.42 (2H, t, CH2C≡C), 6.25 (1H, d, J 15.3 Hz, C=CH--CO2H), 6.62 (1H, d, J 2 Hz, C-4H), 7.33 (1H, d, J 15.3 Hz, Ar CH=C), 7.79 (1H, d, J 2 Hz, C... Starting materials: C1CCOC1, COC(=O)C(CNC(=O)c1cccs1)NC(=O)c1sc(C(=O)NCc2cccc3[nH]ncc23)cc1C(C)C, Cl, [Li+], [OH-], O, O. Yields the product CC(C)c1cc(C(=O)NCc2cccc3[nH]ncc23)sc1C(=O)NC(CNC(=O)c1cccs1)C(=O)O. As a reaction SMILES: [CH2:43]1[O:44][CH2:45][CH2:46][CH2:47]1.[CH3:1][O:2][C:3]([CH:4]([CH2:5][NH:6][C:7](=[O:8])[c:9]1[s:10][cH:11][cH:12][cH:13]1)[NH:14][C:15](=[O:16])[c:17]1[s:18][c:19]([C:25]([NH:26][CH2:27][c:28]2[c:29]3[cH:30][n:31][nH:32][c:33]3[cH:34][cH:35][cH:36]2)=[O:37])[cH:20][c:21]1[CH:22]([CH3:23])[CH3:24])=[O:38].[ClH:42].[Li+:41].[OH-:40].[OH2:39].[OH2:48]>>[O:2]=[C:3]([CH:4]([CH2:5][NH:6][C:7](=[O:8])[c:9]1[s:10][cH:11][cH:12][cH:13]1)[NH:14][C:15](=[O:16])[c:17]1[s:18][c:19]([C:25]([NH:26][CH2:27][c:28]2[c:29]3[cH:30][n:31][nH:32][c:33]3[cH:34][cH:35][cH:36]2)=[O:37])[cH:20][c:21]1[CH:22]([CH3:23])[CH3:24])[OH:38]. Reactants: O=c1cc(OCc2ccccc2)ccn1Cc1cccc(F)c1, CC#N, O=C1CCC(=O)N1I. The product is Cc1c(OCc2ccccc2)ccn(Cc2cccc(F)c2)c1=O. As a reaction SMILES: [CH2:1]([c:2]1[cH:3][cH:4][cH:5][cH:6][cH:7]1)[O:8][c:9]1[cH:10][c:11](=[O:23])[n:12]([CH2:15][c:16]2[cH:17][c:18]([F:22])[cH:19][cH:20][cH:21]2)[cH:13][cH:14]1.[CH3:32][C:33]#[N:34].[I:24][N:25]1[C:26](=[O:31])[CH2:30][CH2:29][C:27]1=[O:28]>>[CH2:1]([c:2]1[cH:3][cH:4][cH:5][cH:6][cH:7]1)[O:8][c:9]1[c:10]([CH3:26])[c:11](=[O:23])[n:12]([CH2:15][c:16]2[cH:17][c:18]([F:22])[cH:19][cH:20][cH:21]2)[cH:13][cH:14]1. Reactants: [Al+3], CON(C)C(=O)C1CN(C(=O)OC(C)(C)C)C1, [H-], [H-], [H-], [H-], [Li+], C1CCOC1. Yields the product CC(C)(C)OC(=O)N1CC(C=O)C1. As a reaction SMILES: [Al+3:19].[CH3:1][O:2][N:3]([C:4](=[O:5])[CH:6]1[CH2:7][N:8]([C:10](=[O:11])[O:12][C:13]([CH3:14])([CH3:15])[CH3:16])[CH2:9]1)[CH3:17].[H-:18].[H-:21].[H-:22].[H-:23].[Li+:20].[O:24]1[CH2:25][CH2:26][CH2:27][CH2:28]1>>[CH:4](=[O:5])[CH:6]1[CH2:7][N:8]([C:10](=[O:11])[O:12][C:13]([CH3:14])([CH3:15])[CH3:16])[CH2:9]1. The reactants are C(C1=CC=CC=C1)C1C(C2=CC(=CC=C2C1)OC)=O (2-benzyl-6-methoxy-1-indanone), C(C)#N (acetonitrile). The product is Example 1, C(C1=CC=CC=C1)C1/C(/C2=CC(=CC=C2C1)OC)=C\C#N ((E)-(2-Benzyl-6-methoxyindan-1-ylidene)acetonitrile). The yield is 76.0%. As a reaction SMILES: [CH2:1]([CH:8]1[CH2:16][C:15]2[C:10](=[CH:11][C:12]([O:17][CH3:18])=[CH:13][CH:14]=2)[C:9]1=O)[C:2]1[CH:7]=[CH:6][CH:5]=[CH:4][CH:3]=1.[C:20](#[N:22])[CH3:21]>>[CH2:1]([CH:8]1[CH2:16][C:15]2[C:10](=[CH:11][C:12]([O:17][CH3:18])=[CH:13][CH:14]=2)/[C:9]/1=[CH:21]/[C:20]#[N:22])[C:2]1[CH:7]=[CH:6][CH:5]=[CH:4][CH:3]=1. Procedure: Starting with 2-benzyl-6-methoxy-1-indanone and acetonitrile, the title compound was synthesized in otherwise the same manner as Reference Example 1 (yield 76%). This compound was used in the next reaction without further purification. Starting materials: CCN(C(C)C)C(C)C (DIPEA), FC1=CC(=C(C=C1)C1=C(C=NC=C1)N(C(C1=CC(=CC(=C1)C(F)(F)F)S)=O)C)OC (N-(4-(4-fluoro-2-methoxyphenyl)pyridin-3-yl)-3-mercapto-N-methyl-5-(trifluoromethyl)benzamide), BrCCNC(OC(C)(C)C)=O (tert-butyl 2-bromoethylcarbamate), CCN(C(C)C)C(C)C (DIPEA), [NH4+].[Cl-] (NH4Cl). The solvent is C(C)#N (acetonitrile), CCOC(=O)C (EtOAc). Reaction conditions: time 3 hour. The product is C(C)(C)(C)OC(NCCSC1=CC(=CC(=C1)C(F)(F)F)C(N(C)C=1C=NC=CC1C1=C(C=C(C=C1)F)OC)=O)=O ([2-(3-{[4-(4-Fluoro-2-methoxy-phenyl)-pyridin-3-yl]-methyl-carbamoyl}-5-trifluoromethyl-phenylsulfanyl)-ethyl]-carbamic acid tert-butyl ester). Reaction SMILES: [F:1][C:2]1[CH:7]=[CH:6][C:5]([C:8]2[CH:13]=[CH:12][N:11]=[CH:10][C:9]=2[N:14]([CH3:28])[C:15](=[O:27])[C:16]2[CH:21]=[C:20]([C:22]([F:25])([F:24])[F:23])[CH:19]=[C:18]([SH:26])[CH:17]=2)=[C:4]([O:29][CH3:30])[CH:3]=1.Br[CH2:32][CH2:33][NH:34][C:35](=[O:41])[O:36][C:37]([CH3:40])([CH3:39])[CH3:38].CCN(C(C)C)C(C)C.[NH4+].[Cl-]>C(#N)C.CCOC(C)=O>[C:37]([O:36][C:35](=[O:41])[NH:34][CH2:33][CH2:32][S:26][C:18]1[CH:19]=[C:20]([C:22]([F:25])([F:24])[F:23])[CH:21]=[C:16]([C:15](=[O:27])[N:14]([C:9]2[CH:10]=[N:11][CH:12]=[CH:13][C:8]=2[C:5]2[CH:6]=[CH:7][C:2]([F:1])=[CH:3][C:4]=2[O:29][CH3:30])[CH3:28])[CH:17]=1)([CH3:40])([CH3:39])[CH3:38] |f:3.4|. Procedure details: To a suspension of N-(4-(4-fluoro-2-methoxyphenyl)pyridin-3-yl)-3-mercapto-N-methyl-5-(trifluoromethyl)benzamide (0.1 g, 229 μmol, example 216, intermediate a) in acetonitrile (2 mL) were added tert-butyl 2-bromoethylcarbamate (56.5 mg, 252 μmol) and DIPEA (59.2 mg, 80.0 μL, 458 μmol). After the addition of DIPEA the white suspension turned to a yellow solution, which was stirred at room temperature for 3 hours. The reaction mixture was poured on saturated aqueous NH4Cl solution and EtOAc and th...